This data is from the Open Reaction Database (ORD), a public repository of structured organic reaction records. The task is: describe an organic reaction: reactants, conditions, products, and yield Starting materials: C12C(C3CC(CC(C1)C3)C2)=O (adamantan-2-one), [C-]#N.[K+] (potassium cyanide), C([O-])([O-])=O.[NH4+].[NH4+] (ammonium carbonate), C(C)O.O (ethanol water). Solvent: O (Water). Run at temperature 62 celsius. Yields the product N1C(NC2(C1=O)C1CC3CC(CC2C3)C1)=O (spiro[adamantane-2,4'-imidazoline]-2',5'-dione). Reaction SMILES: [CH:1]12[CH2:10][CH:5]3[CH2:6][CH:7]([CH2:9][CH:3]([CH2:4]3)[C:2]1=O)[CH2:8]2.[C-]#N.[K+].[C:15](=[O:18])([O-])[O-].[NH4+:19].[NH4+:20].[CH2:21]([OH:23])C.O>O>[NH:19]1[C:21](=[O:23])[C:2]2([CH:3]3[CH2:9][CH:7]4[CH2:6][CH:5]([CH2:10][CH:1]2[CH2:8]4)[CH2:4]3)[NH:20][C:15]1=[O:18] |f:1.2,3.4.5,6.7|. Procedure: A mixture of 9.0 parts of adamantan-2-one, 5.8 parts of potassium cyanide and 19.2 parts of ammonium carbonate in 90 parts by volume of a 50% by volume ethanol-water mixture is heated in a bomb at 62° C. for 24 hours. Water is used to aid in transferring the material from the bomb and the ethanol is evaporated from the resulting mixture. The solid is separated by filtration, washed with water, dried, and then recrystallized from a mixture of water and pyridine or water, ethanol, and pyridine to ... Starting materials: [N+](=O)([O-])C=1C=C(C(=CC1C)C)[N-]C(CCCCCl)=O (N-(3-nitro-4,6-dimethylphenyl)-δ-chlorovaleroylamide), [OH-].[Na+] (sodium hydroxide), Cl (hydrochloric acid). Run in O (water), O1CCCC1 (tetrahydrofurane). Yields the product [N+](=O)([O-])C=1C=C(C(=CC1C)C)N1C(CCCC1)=O (1-(3'-Nitro-4',6'-dimethylphenyl)-piperidin-2-one). RXN SMILES: [N+:1]([C:4]1[CH:5]=[C:6]([N-:12][C:13](=[O:19])[CH2:14][CH2:15][CH2:16][CH2:17]Cl)[C:7]([CH3:11])=[CH:8][C:9]=1[CH3:10])([O-:3])=[O:2].[OH-].[Na+].Cl>O1CCCC1.O>[N+:1]([C:4]1[CH:5]=[C:6]([N:12]2[CH2:17][CH2:16][CH2:15][CH2:14][C:13]2=[O:19])[C:7]([CH3:11])=[CH:8][C:9]=1[CH3:10])([O-:3])=[O:2] |f:1.2|. Procedure details: 77 g (0.27 mol) of N-(3-nitro-4,6-dimethylphenyl)-δ-chlorovaleroylamide are stirred vigorously in a mixture of 50 ml of tetrahydrofurane and 500 ml of 22% strength aqueous sodium hydroxide solution for 5 hours at 60°-65°. The reaction mixture is diluted with water, cooled and acidified with hydrochloric acid. The product which has precipitated is washed until neutral and dried in a desiccator at 70°. This gives 62.8 g (93%); melting point 134°-135°. Yields the product C1(CC1)CN(C(=O)C=1N(C2=CC=CC=C2C1CN(C=1N=NN(N1)C)CC1=CC(=CC(=C1)C(F)(F)F)C(F)(F)F)CCC)CC1CC1 (3-{[(3,5-bis-trifluoromethyl-benzyl)-(2-methyl-2H-tetrazol-5-yl)-amino]-methyl}-1-propyl-1H-indole-2-carboxylic acid bis-cyclopropylmethyl-amide). RXN SMILES: [F:1][C:2]([F:38])([F:37])[C:3]1[CH:4]=[C:5]([CH:30]=[C:31]([C:33]([F:36])([F:35])[F:34])[CH:32]=1)[CH2:6][N:7]([CH2:14][C:15]1[C:23]2[C:18](=[CH:19][CH:20]=[CH:21][CH:22]=2)[N:17]([CH2:24][CH2:25][CH3:26])[C:16]=1[C:27]([OH:29])=O)[C:8]1[N:9]=[N:10][N:11]([CH3:13])[N:12]=1.[CH:39]1([CH2:42][NH:43][CH2:44][CH:45]2[CH2:47][CH2:46]2)[CH2:41][CH2:40]1.FC(F)(F)C1C=C(C=C(C(F)(F)F)C=1)CN(CC1C2C(=CC=CC=2)NC=1C(O)=O)C1N=NN(C)N=1.C(NCC)C>>[CH:39]1([CH2:42][N:43]([CH2:44][CH:45]2[CH2:47][CH2:46]2)[C:27]([C:16]2[N:17]([CH2:24][CH2:25][CH3:26])[C:18]3[C:23]([C:15]=2[CH2:14][N:7]([CH2:6][C:5]2[CH:30]=[C:31]([C:33]([F:36])([F:34])[F:35])[CH:32]=[C:3]([C:2]([F:38])([F:1])[F:37])[CH:4]=2)[C:8]2[N:9]=[N:10][N:11]([CH3:13])[N:12]=2)=[CH:22][CH:21]=[CH:20][CH:19]=3)=[O:29])[CH2:41][CH2:40]1. Procedure: 3-{[(3,5-bis-trifluoromethyl-benzyl)-(2-methyl-2H-tetrazol-5-yl)-amino]-methyl}-1-propyl-1H-indole-2-carboxylic acid (0.16 g, 0.29 mmol) and bis cyclopropylmethylamine (0.37 g, 0.29 mmol) were used to synthesize the title compound instead of using 3-{[(3,5-bis-trifluoromethyl-benzyl)-(2-methyl-2H-tetrazol-5-yl)-amino]-methyl}-1H-indole-2-carboxylic acid and diethylamine in step (ii) of example 131 (0.08 g, 42%) The reactants are FC(C=1C=C(CN(C=2N=NN(N2)C)CC2=C(N(C3=CC=CC=C23)CCC)C(=O)O)C=C(C1)C(F)(F)F)(F)F (3-{[(3,5-bis-trifluoromethyl-benzyl)-(2-methyl-2H-tetrazol-5-yl)-amino]-methyl}-1-propyl-1H-indole-2-carboxylic acid), C1(CC1)CNCC1CC1 (bis cyclopropylmethylamine), FC(C=1C=C(CN(C=2N=NN(N2)C)CC2=C(NC3=CC=CC=C23)C(=O)O)C=C(C1)C(F)(F)F)(F)F (3-{[(3,5-bis-trifluoromethyl-benzyl)-(2-methyl-2H-tetrazol-5-yl)-amino]-methyl}-1H-indole-2-carboxylic acid), C(C)NCC (diethylamine). Starting materials: O (water), C([O-])([O-])=O.[K+].[K+] (potassium carbonate), [N+](=O)([O-])C1=C(C=CC(=C1)[N+](=O)[O-])F (2,4-Dinitrofluorobenzene), C(C#C)N (2-propyn-1-amine). The solvent is CC(=O)C (acetone). The product is C(C#C)NC1=C(C=C(C=C1)[N+](=O)[O-])[N+](=O)[O-] (N-(2-Propynyl)-2,4-dinitroaniline). As a reaction SMILES: C(=O)([O-])[O-].[K+].[K+].[CH2:7]([NH2:10])[C:8]#[CH:9].[N+:11]([C:14]1[CH:19]=[C:18]([N+:20]([O-:22])=[O:21])[CH:17]=[CH:16][C:15]=1F)([O-:13])=[O:12].O>CC(C)=O>[CH2:7]([NH:10][C:15]1[CH:16]=[CH:17][C:18]([N+:20]([O-:22])=[O:21])=[CH:19][C:14]=1[N+:11]([O-:13])=[O:12])[C:8]#[CH:9] |f:0.1.2|. Procedure details: To a suspension of potassium carbonate (1.0 g) in acetone (10 ml) was added 2-propyn-1-amine (0.26 g, 473×10-3 mole). 2,4-Dinitrofluorobenzene (1.32 g, 7.10×10-3 mole) was gradually added with stirring and the reaction mixture was refluxed two hours. After cooling it was poured into excess water and filtered. Recrystallization of the crude solid from ethanol afforded yellow needles; m.p. 151°-152° C. Yield: 0.99 g (95%). IR (KBr): 3367 (NH), 3268 (=CH), 1618, 1590, 1333 and 1311 cm-1 (Ar--NO2). Reactants: C(C1=CC=CC=C1)N1C(=C(C=2C1=C(N=NC2)OCC2=CC=CC=C2)Br)C (1-benzyl-7-benzyloxy-3-bromo-2-methylpyrrolo[2,3-d]pyridazine), C(CCC)[Li] (n-butyllithium), CN(C=O)C (dimethylformamide). Run in CCCCCC (hexane), O1CCCC1 (tetrahydrofuran). Product: C(C1=CC=CC=C1)N1C(=C(C=2C1=C(N=NC2)OCC2=CC=CC=C2)C=O)C (1-Benzyl-7-benzyloxy-3-formyl-2-methylpyrrolo-[2,3-d]pyridazine). The yield is 32.0%. As a reaction SMILES: [CH2:1]([N:8]1[C:12]2=[C:13]([O:17][CH2:18][C:19]3[CH:24]=[CH:23][CH:22]=[CH:21][CH:20]=3)[N:14]=[N:15][CH:16]=[C:11]2[C:10](Br)=[C:9]1[CH3:26])[C:2]1[CH:7]=[CH:6][CH:5]=[CH:4][CH:3]=1.C([Li])CCC.CN(C)[CH:34]=[O:35]>CCCCCC.O1CCCC1>[CH2:1]([N:8]1[C:12]2=[C:13]([O:17][CH2:18][C:19]3[CH:24]=[CH:23][CH:22]=[CH:21][CH:20]=3)[N:14]=[N:15][CH:16]=[C:11]2[C:10]([CH:34]=[O:35])=[C:9]1[CH3:26])[C:2]1[CH:7]=[CH:6][CH:5]=[CH:4][CH:3]=1. Procedure details: 5.0 g (12.2 mmol) of 1-benzyl-7-benzyloxy-3-bromo-2-methylpyrrolo[2,3-d]pyridazine, 9 ml (14.7 mmol) of a 15% strength solution of n-butyllithium in hexane and 2.4 ml (29.4 mmol) of dimethylformamide are reacted in 125 ml of anhydrous tetrahydrofuran as described for Example 2a. Yield: 32%, m.p.: 147°-149° C. Reactants: COC(=O)[C@H]1O[C@H]([C@@H]([C@H]([C@@H]1OC(C)=O)OC(C)=O)OC(C)=O)Br ((2S,3S,4S,5R,6S)-3,4,5-triacetoxy-6-bromo-tetrahydro-pyran-2-carboxylic acid methyl ester), OC1=CC=C(C=O)C=C1 (4-hydroxy-benzaldehyde). Yields the product COC(=O)[C@H]1O[C@H]([C@@H]([C@H]([C@@H]1OC(C)=O)OC(C)=O)OC(C)=O)OC1=CC=C(C=C1)C=O ((2S,3S,4S,5R,6S)-3,4,5-Triacetoxy-6-(4-formyl-phenoxy)-tetrahydro-pyran-2-carboxylic acid methyl ester). The yield is 72.1%. Reaction SMILES: [CH3:1][O:2][C:3]([C@@H:5]1[C@@H:10]([O:11][C:12](=[O:14])[CH3:13])[C@H:9]([O:15][C:16](=[O:18])[CH3:17])[C@@H:8]([O:19][C:20](=[O:22])[CH3:21])[C@H:7](Br)[O:6]1)=[O:4].[OH:24][C:25]1[CH:32]=[CH:31][C:28]([CH:29]=[O:30])=[CH:27][CH:26]=1>>[CH3:1][O:2][C:3]([C@@H:5]1[C@@H:10]([O:11][C:12](=[O:14])[CH3:13])[C@H:9]([O:15][C:16](=[O:18])[CH3:17])[C@@H:8]([O:19][C:20](=[O:22])[CH3:21])[C@H:7]([O:24][C:25]2[CH:32]=[CH:31][C:28]([CH:29]=[O:30])=[CH:27][CH:26]=2)[O:6]1)=[O:4]. Procedure details: 44.1 g (111 mmol) of (2S,3S,4S,5R,6S)-3,4,5-triacetoxy-6-bromo-tetrahydro-pyran-2-carboxylic acid methyl ester is reacted analogously to Example LE1a with 14 g of 4-hydroxy-benzaldehyde, and after working-up and purification, 35.1 g (80 mmol, 72%) of the title compound is isolated. The reactants are CC(C)OCCOc1nc(N)c2nc(Br)n(C3CCCCO3)c2n1, CO, [Na]. The product is COc1nc2c(N)nc(OCCOC(C)C)nc2n1C1CCCCO1. As a reaction SMILES: [Br:2][c:3]1[n:4]([CH:20]2[O:21][CH2:22][CH2:23][CH2:24][CH2:25]2)[c:5]2[n:6][c:7]([O:13][CH2:14][CH2:15][O:16][CH:17]([CH3:18])[CH3:19])[n:8][c:9]([NH2:12])[c:10]2[n:11]1.[CH3:26][OH:27].[Na:1]>>[c:3]1([O:27][CH3:26])[n:4]([CH:20]2[O:21][CH2:22][CH2:23][CH2:24][CH2:25]2)[c:5]2[n:6][c:7]([O:13][CH2:14][CH2:15][O:16][CH:17]([CH3:18])[CH3:19])[n:8][c:9]([NH2:12])[c:10]2[n:11]1.